This data is from the Open Reaction Database (ORD), a public repository of structured organic reaction records. The task is: describe an organic reaction: reactants, conditions, products, and yield Starting materials: B.O1CCCC1 (borane tetrahydrofuran), solution, CC(=O)C1=CC(=CC=C1)Cl (3-chloroacetophenone). The solvent is C1(=CC=CC=C1)C (toluene), O1CCCC1 (tetrahydrofuran). Reaction conditions: time 10 minute. The product is ClC=1C=C(C=CC1)[C@H](C)O ((S)-1-(3-chlorophenyl)ethanol). The yield is 102.7%. Reaction SMILES: B.O1CCCC1.[CH3:7][C:8]([C:10]1[CH:15]=[CH:14][CH:13]=[C:12]([Cl:16])[CH:11]=1)=[O:9]>C1(C)C=CC=CC=1.O1CCCC1>[Cl:16][C:12]1[CH:11]=[C:10]([C@@H:8]([OH:9])[CH3:7])[CH:15]=[CH:14][CH:13]=1 |f:0.1|. Procedure: To a solution of borane-tetrahydrofuran (77.6 mL, 77.62 mmol, Aldrich, 1 M solution in THF) and (R)-MeCBS (12.9 mL, 12.9 mmol, Aldrich, 1M solution in toluene) was added a solution of 3-chloroacetophenone (20.0 g, 129.37 mmol) in anhydrous tetrahydrofuran slowly over 30 min at room temperature. After complete addition, the reaction mixture was stirred for 10 min, quenched with 2N hydrochloric acid over 30 min. The reaction mixture was extracted with ether, dried, filtered and concentrated to aff... Reaction conditions: time 2.5 hour. Run in CS(=O)C (DMSO), O (water). Yields the product [N+](=O)([O-])C1=C(C=C(C=C1)O)OC (4-Nitro-3-methoxyphenol). Reactants: [OH-].[Na+] (sodium hydroxide), FC1=CC(=C(C=C1)[N+](=O)[O-])OC (4-fluoro-2-methoxynitrobenzene). Reported procedure: A solution of sodium hydroxide was added to a stirred solution of 4-fluoro-2-methoxynitrobenzene (11.1 g.) in DMSO (60 ml.) at ambient temperature and the mixture was heated at 85 degC. for 2.5 hr. The cooled solution was diluted with water (100 ml.) and extracted with ether (3×100 ml.) The combined ethereal solution was extracted with 2n NaOH (3×75 ml.) and the combined aqueous phase brought to pH 2 by the addition of 2N HCl. The precipitated product was collected and washed with water. The pro... Reaction SMILES: [OH-:1].[Na+].F[C:4]1[CH:9]=[CH:8][C:7]([N+:10]([O-:12])=[O:11])=[C:6]([O:13][CH3:14])[CH:5]=1>CS(C)=O.O>[N+:10]([C:7]1[CH:8]=[CH:9][C:4]([OH:1])=[CH:5][C:6]=1[O:13][CH3:14])([O-:12])=[O:11] |f:0.1|.